From a dataset of the Open Reaction Database (ORD), a public repository of structured organic reaction records. describe an organic reaction: reactants, conditions, products, and yield Starting materials: Cc1c[nH]cn1, O, O=[N+]([O-])O, O=S(=O)(O)O. The product is Cc1nc[nH]c1[N+](=O)[O-]. As a reaction SMILES: [CH3:1][c:2]1[n:3][cH:4][nH:5][cH:6]1.[OH2:16].[OH:7][N+:8]([O-:9])=[O:10].[S:11](=[O:12])(=[O:13])([OH:14])[OH:15]>>[CH3:1][c:2]1[n:3][cH:4][nH:5][c:6]1[N+:8](=[O:7])[O-:9]. The reactants are O=C([O-])[O-], Cc1n[nH]cc1C=O, CN(C)C=O, COC(=O)c1cccnc1F, [K+], [K+], O. Product: COC(=O)c1cccnc1-n1cc(C=O)c(C)n1. Reaction SMILES: [C:9](=[O:10])([O-:11])[O-:12].[CH3:1][c:2]1[n:3][nH:4][cH:5][c:6]1[CH:7]=[O:8].[CH3:26][N:27]([CH3:28])[CH:29]=[O:30].[F:15][c:16]1[n:17][cH:18][cH:19][cH:20][c:21]1[C:22](=[O:23])[O:24][CH3:25].[K+:13].[K+:14].[OH2:31]>>[CH3:1][c:2]1[n:3][n:4](-[c:16]2[n:17][cH:18][cH:19][cH:20][c:21]2[C:22](=[O:23])[O:24][CH3:25])[cH:5][c:6]1[CH:7]=[O:8]. The reactants are C(=O)(O)C1=CC=C(CN2CCC(CC2)CNC(CNC(C2=CC(=CC=C2)C(F)(F)F)=O)=O)C=C1 (1-(4-carboxybenzyl)-4-[[N-(3-(trifluoromethyl)benzoyl)glycyl]aminomethyl]piperidine), S(=O)(Cl)Cl (thionyl chloride). Reaction conditions: time 12 hour. Yields the product ClC(=O)C1=CC=C(CN2CCC(CC2)CNC(CNC(C2=CC(=CC=C2)C(F)(F)F)=O)=O)C=C1 (1-[4-(chloroformyl)benzyl]-4-[[N-(3-(trifluoromethyl)benzoyl)glycyl]aminomethyl]piperidine). RXN SMILES: [C:1]([C:4]1[CH:34]=[CH:33][C:7]([CH2:8][N:9]2[CH2:14][CH2:13][CH:12]([CH2:15][NH:16][C:17](=[O:32])[CH2:18][NH:19][C:20](=[O:31])[C:21]3[CH:26]=[CH:25][CH:24]=[C:23]([C:27]([F:30])([F:29])[F:28])[CH:22]=3)[CH2:11][CH2:10]2)=[CH:6][CH:5]=1)(O)=[O:2].S(Cl)([Cl:37])=O>>[Cl:37][C:1]([C:4]1[CH:34]=[CH:33][C:7]([CH2:8][N:9]2[CH2:14][CH2:13][CH:12]([CH2:15][NH:16][C:17](=[O:32])[CH2:18][NH:19][C:20](=[O:31])[C:21]3[CH:26]=[CH:25][CH:24]=[C:23]([C:27]([F:30])([F:29])[F:28])[CH:22]=3)[CH2:11][CH2:10]2)=[CH:6][CH:5]=1)=[O:2]. Procedure: A mixture of 1-(4-carboxybenzyl)-4-[[N-(3-(trifluoromethyl)benzoyl)glycyl]aminomethyl]piperidine (240 mg) with thionyl chloride (1 mL) was stirred at room temperature for 12 hours, and the excess thionyl chloride was removed under reduced pressure to thereby afford 1-[4-(chloroformyl)benzyl]-4-[[N-(3-(trifluoromethyl)benzoyl)glycyl]aminomethyl]piperidine. The resulting acid chloride was used without being further purified. Reactants: BrC=1C(NC=C(C1)F)=O (3-Bromo-5-fluoropyridin-2(1H)-one), Ag2CO3, IC (iodomethane). The solvent is C1(=CC=CC=C1)C (toluene). Run at time 8 hour. Product: BrC=1C(=NC=C(C1)F)OC (3-bromo-5-fluoro-2-methoxypyridine). Isolated yield 43.8%. Reaction SMILES: [Br:1][C:2]1[C:3](=[O:9])[NH:4][CH:5]=[C:6]([F:8])[CH:7]=1.I[CH3:11]>C1(C)C=CC=CC=1>[Br:1][C:2]1[C:3]([O:9][CH3:11])=[N:4][CH:5]=[C:6]([F:8])[CH:7]=1. Procedure details: 3-Bromo-5-fluoropyridin-2(1H)-one (10.0 g, 52.1 mmol) and Ag2CO3 (10.0 g, 36.5 mmol) were combined in toluene (100 mL) and iodomethane (3.89 mL, 62.5 mmol) was added drop-wise. The reaction was stirred at ambient temperature overnight, filtered through Celite and the solids were washed with toluene. The filtrate was concentrated and the residue was purified on a silica gel column (5-25% EtOAc/hexanes) to afford 3-bromo-5-fluoro-2-methoxypyridine (4.70 g, 43.8%) as a clear oil. The reactants are N1(CCNCC1)C1=NC2=CC=CC=C2C=C1 (2-piperazin-1-ylquinoline), BrCCCCl (1-bromo-3-chloropropane), aqueous solution, [OH-].[Na+] (sodium hydroxide), C(C)OCC (diethyl ether). The solvent is CC(=O)C (acetone). Run at time 8 hour. Product: ClCCCN1CCN(CC1)C1=NC2=CC=CC=C2C=C1 (2-[4-(3-chloropropyl)piperazin-1-yl]quinoline). The yield is 95.0%. RXN SMILES: [N:1]1([C:7]2[CH:16]=[CH:15][C:14]3[C:9](=[CH:10][CH:11]=[CH:12][CH:13]=3)[N:8]=2)[CH2:6][CH2:5][NH:4][CH2:3][CH2:2]1.[OH-].[Na+].Br[CH2:20][CH2:21][CH2:22][Cl:23].C(OCC)C>CC(C)=O>[Cl:23][CH2:22][CH2:21][CH2:20][N:4]1[CH2:3][CH2:2][N:1]([C:7]2[CH:16]=[CH:15][C:14]3[C:9](=[CH:10][CH:11]=[CH:12][CH:13]=3)[N:8]=2)[CH2:6][CH2:5]1 |f:1.2|. Reported procedure: Dissolving 853 mg of 2-piperazin-1-ylquinoline as prepared in above Step 1-1-A in 5 ml of acetone, 5 ml of an aqueous solution containing 160 mg of sodium hydroxide was added to the solution, and into which 0.5 ml of 1-bromo-3-chloropropane was dropped, followed by stirring for an overnight at room temperature. Then diethyl ether was added, followed by washing with saturated aqueous sodium hydrogencarbonate solution, and the organic layer was dried over anhydrous magnesium sulfate. The solvent w... Reactants: N (ammonia), FC1=C(C=C(C(=C1)F)F)C(F)(F)F (2,4,5-trifluorobenzotrifluoride), N (ammonia), liquid. Solvent: O1CCCC1 (tetrahydrofuran). Conditions: temperature 140 celsius. The product is FC1=CC(=C(C=C1F)C(F)(F)F)N (4,5-difluoro-2-aminobenzotrifluoride). RXN SMILES: F[C:2]1[CH:7]=[C:6]([F:8])[C:5]([F:9])=[CH:4][C:3]=1[C:10]([F:13])([F:12])[F:11].[NH3:14]>O1CCCC1>[F:8][C:6]1[C:5]([F:9])=[CH:4][C:3]([C:10]([F:13])([F:12])[F:11])=[C:2]([NH2:14])[CH:7]=1. Reported procedure: 225 g of 2,4,5-trifluorobenzotrifluoride in 600 ml of tetrahydrofuran were initially introduced into an autoclave and it was pressurized using 100 ml of liquid ammonia. The mixture was heated at 140° C. for 8 hours with stirring at 400 rpm and then cooled to 20° C. After releasing the pressure of the unused ammonia, the batch was distilled. 37 g of 4,5-difluoro-2-aminobenzotrifluoride were obtained in the forerun. The main amount distilled at 78° C./18 mbar and is, according to NMR spectroscopic... Starting materials: C1CCOC1, C[Si](C)(C)[N-][Si](C)(C)C, CO, COC(=O)c1cc(F)c([N+](=O)[O-])cc1F, [Li+]. Product: COC(=O)c1cc(OC)c([N+](=O)[O-])cc1F. As a reaction SMILES: [CH2:28]1[O:29][CH2:30][CH2:31][CH2:32]1.[CH3:16][Si:17]([N-:18][Si:19]([CH3:20])([CH3:21])[CH3:22])([CH3:23])[CH3:24].[CH3:26][OH:27].[F:1][c:2]1[c:3]([C:4](=[O:5])[O:6][CH3:7])[cH:8][c:9]([F:15])[c:10]([N+:12](=[O:13])[O-:14])[cH:11]1.[Li+:25]>>[F:1][c:2]1[c:3]([C:4](=[O:5])[O:6][CH3:7])[cH:8][c:9]([O:27][CH3:26])[c:10]([N+:12](=[O:13])[O-:14])[cH:11]1. The reactants are Cl (HCl), COC=1C(=NC=CC1)N (3-methoxypyridin-2-amine), ClC(C(C)=O)C(C)=O (3-chloro-2,4-pentanedione), C=1C=CC2=C(C1)N=NN2O (HOBt), CCN=C=NCCCN(C)C (EDCI), C(C)N(C(C)C)C(C)C (N-ethyldiisopropylamine), C1(=C(C=CC=C1)N)N (o-phenylenediamine), C(=O)([O-])[O-].[K+].[K+] (K2CO3). Solvent: CN(C)C(OC)OC (DMF-DMA), CN(C)C=O (DMF), C(C)O (ethanol), ice, CN(C)C=O (DMF). Conditions: temperature 110 celsius, time 18 hour. Yields the product NC1=C(C=CC=C1)NC(C1=CC=C(C=C1)NC1=NC=CC(=N1)C1=C(N=C2N1C=CC=C2OC)C)=O (N-(2-aminophenyl)-4-(4-(8-methoxy-2-methylimidazo[1,2-a]pyridin-3-yl)pyrimidin-2-ylamino)benzamide). The yield is 19.8%. As a reaction SMILES: [CH3:1][O:2][C:3]1[C:4]([NH2:9])=[N:5][CH:6]=[CH:7][CH:8]=1.Cl[CH:11]([C:15](=[O:17])C)[C:12](=O)[CH3:13].C([O-])([O-])=O.[K+].[K+].Cl.[CH:25]1[CH:26]=[CH:27][C:28]2[N:33](O)N=[N:31][C:29]=2[CH:30]=1.CC[N:37]=[C:38]=[N:39][CH2:40][CH2:41][CH2:42]N(C)C.C(N(C(C)C)C(C)C)C.[C:55]1([NH2:62])[CH:60]=[CH:59][CH:58]=[CH:57][C:56]=1N>C(O)C.CN(C(OC)OC)C.CN(C=O)C>[NH2:33][C:28]1[CH:27]=[CH:26][CH:25]=[CH:30][C:29]=1[NH:31][C:15](=[O:17])[C:11]1[CH:12]=[CH:13][C:40]([NH:39][C:38]2[N:37]=[C:59]([C:60]3[N:5]4[CH:6]=[CH:7][CH:8]=[C:3]([O:2][CH3:1])[C:4]4=[N:9][C:55]=3[CH3:62])[CH:58]=[CH:57][N:56]=2)=[CH:41][CH:42]=1 |f:2.3.4|. Procedure details: To a stirred solution of 3-methoxypyridin-2-amine (4.0 g, 32.2 mmol) in ethanol (40 mL) was added 3-chloro-2,4-pentanedione (5.5 mL, 48.0 mmol) at room temperature. The reaction mixture was heated to reflux and then stirred for 18 hours. The volatiles were concentrated under reduced pressure. The crude material was purified by column chromatography eluting with 15% EtOAc/hexane to afford Int-1 (2.5 g, 38%). Mass (m/z): 205 [M++1]. 1HNMR 200 MHz (CDCl3): δ 9.23 (d, J=6.2 Hz, 1H), 6.78 (t, J=7.4 H...